This data is from the Open Reaction Database (ORD), a public repository of structured organic reaction records. The task is: describe an organic reaction: reactants, conditions, products, and yield Starting materials: C(Cl)(Cl)Cl (chloroform), C(C)(C)(C)OC(=O)N[C@@H]1CC[C@H](CC1)N (N-tert-butoxycarbonyl-trans-1,4-cyclohexanediamine), [N+](=O)([O-])C1=C2C(C(=O)OC2=O)=CC=C1 (3-nitrophthalic anhydride), C(=O)(N1C=NC=C1)N1C=NC=C1 (carbonyldiimidazole). Run in O (Water). Reaction conditions: time 15 hour. Yields the product C(C)(C)(C)OC(=O)N[C@@H]1CC[C@H](CC1)N1C(C2=CC=CC(=C2C1=O)[N+](=O)[O-])=O (N-tert-butoxycarbonyl-trans-4-(1,3-dioxo-4-nitro-2-isoindolinyl)cyclohexylamine). The yield is 99.1%. RXN SMILES: C(Cl)(Cl)Cl.[C:5]([O:9][C:10]([NH:12][C@H:13]1[CH2:18][CH2:17][C@H:16]([NH2:19])[CH2:15][CH2:14]1)=[O:11])([CH3:8])([CH3:7])[CH3:6].[N+:20]([C:23]1[CH:33]=[CH:32][CH:31]=[C:25]2[C:26]([O:28][C:29](=O)[C:24]=12)=[O:27])([O-:22])=[O:21].C(N1C=CN=C1)(N1C=CN=C1)=O>O>[C:5]([O:9][C:10]([NH:12][C@H:13]1[CH2:14][CH2:15][C@H:16]([N:19]2[C:29](=[O:28])[C:24]3[C:25](=[CH:31][CH:32]=[CH:33][C:23]=3[N+:20]([O-:22])=[O:21])[C:26]2=[O:27])[CH2:17][CH2:18]1)=[O:11])([CH3:8])([CH3:6])[CH3:7]. Procedure: 15 ml of a chloroform solution containing 500 mg of N-tert-butoxycarbonyl-trans-1,4-cyclohexanediamine and 540 mg of 3-nitrophthalic anhydride was refluxed for 1 hour. After cooling, 756 mg of carbonyldiimidazole was added to the mixture and the resulting mixture was stirred at room temperature for 15 hours. Water was added to the reaction mixture and the resulting mixture was extracted with chloroform. The organic layer was washed with brine, dried over anhydrous sodium sulfate, and the solvent... The reactants are C(C(=O)O)(=O)O (oxalic acid), S(O)(O)(=O)=O (sulphuric acid), FC1=CC=C(C=C1)C=1CCN(CC1)CCCN1C(C2=CC=CC=C2C1O)=O (2-[3-(4-(4-fluorophenyl)-1,2,3,6-tetrahydro-1-pyridyl)propyl]-3-hydroxy-1-isoindolinone), aqueous solution, N (ammonia). Solvent: C(C)C(=O)C (methyl ethyl ketone), C(C)C(=O)C (methyl ethyl ketone), CO (methanol), C(Cl)Cl (methylene chloride). Conditions: time 5 hour. Product: C(C(=O)O)(=O)O.COC1N(C(C2=CC=CC=C12)=O)CCCN1CCC(=CC1)C1=CC=C(C=C1)F (3-methoxy-2-[3-(4-(4-fluorophenyl)-1,2,3,6-tetrahydro-1-pyridyl)propyl]-1-isoindolinone oxalate). Yield: 153.1%. RXN SMILES: S(=O)(=O)(O)O.[F:6][C:7]1[CH:12]=[CH:11][C:10]([C:13]2[CH2:14][CH2:15][N:16]([CH2:19][CH2:20][CH2:21][N:22]3[CH:30]([OH:31])[C:29]4[C:24](=[CH:25][CH:26]=[CH:27][CH:28]=4)[C:23]3=[O:32])[CH2:17][CH:18]=2)=[CH:9][CH:8]=1.N.[C:34]([OH:39])(=[O:38])[C:35]([OH:37])=[O:36]>CO.C(Cl)Cl.C(C(C)=O)C>[C:34]([OH:39])(=[O:38])[C:35]([OH:37])=[O:36].[CH3:34][O:32][CH:23]1[C:24]2[C:29](=[CH:28][CH:27]=[CH:26][CH:25]=2)[C:30](=[O:31])[N:22]1[CH2:21][CH2:20][CH2:19][N:16]1[CH2:15][CH:14]=[C:13]([C:10]2[CH:11]=[CH:12][C:7]([F:6])=[CH:8][CH:9]=2)[CH2:18][CH2:17]1 |f:7.8|. Procedure details: 28.5 cc of concentrated sulphuric acid is added to an agitated solution of 2-[3-(4-(4-fluorophenyl)-1,2,3,6-tetrahydro-1-pyridyl)propyl]-3-hydroxy-1-isoindolinone (5.7 g) in methanol (145 cc) at a temperature close to 20° C. in the course of 10 minutes. Agitation is continued for 5 hours at a temperature close to 65° C. After cooling the solution to a temperature close to 0° C., 70 cc of a 33% aqueous solution of ammonia is added in the course of 1 hour. The precipitate formed is filtered and wa...